This data is from the Open Reaction Database (ORD), a public repository of structured organic reaction records. The task is: describe an organic reaction: reactants, conditions, products, and yield The reactants are CCOC(=O)CBr, CC1(CCC2CC(Cc3ccccc3)NC2=O)OCCO1, C1CCOC1, C[Si](C)(C)[N-][Si](C)(C)C, CCOC(C)=O, [Na+]. Yields the product CCOC(=O)CN1C(=O)C(CCC2(C)OCCO2)CC1Cc1ccccc1. Reaction SMILES: [Br:37][CH2:38][C:39](=[O:40])[O:41][CH2:42][CH3:43].[CH2:1]([c:2]1[cH:3][cH:4][cH:5][cH:6][cH:7]1)[CH:8]1[CH2:9][CH:10]([CH2:14][CH2:15][C:16]2([CH3:21])[O:17][CH2:18][CH2:19][O:20]2)[C:11](=[O:13])[NH:12]1.[CH2:22]1[O:23][CH2:24][CH2:25][CH2:26]1.[CH3:28][Si:29]([N-:30][Si:31]([CH3:32])([CH3:33])[CH3:34])([CH3:35])[CH3:36].[CH3:44][CH2:45][O:46][C:47]([CH3:48])=[O:49].[Na+:27]>>[CH2:1]([c:2]1[cH:3][cH:4][cH:5][cH:6][cH:7]1)[CH:8]1[CH2:9][CH:10]([CH2:14][CH2:15][C:16]2([CH3:21])[O:17][CH2:18][CH2:19][O:20]2)[C:11](=[O:13])[N:12]1[CH2:38][C:39](=[O:40])[O:41][CH2:42][CH3:43]. The reactants are C12(CC1)C(C1=C(O2)C=CC=C1)=O (Spiro[benzo[b]furan-2(3H), 1'-cyclopropane]-3-one), [N+](=O)(O)[O-] (nitric acid), ice water. Reaction conditions: time 20 minute. Yields the product [N+](=O)([O-])C1=CC2=C(OC3(CC3)C2=O)C=C1 (5-nitrospiro[benzo[b]furan-2(3H),1'-cyclopropane]-3-one). As a reaction SMILES: [C:1]12([O:7][C:6]3[CH:8]=[CH:9][CH:10]=[CH:11][C:5]=3[C:4]1=[O:12])[CH2:3][CH2:2]2.[N+:13]([O-])([OH:15])=[O:14]>>[N+:13]([C:10]1[CH:9]=[CH:8][C:6]2[O:7][C:1]3([C:4](=[O:12])[C:5]=2[CH:11]=1)[CH2:3][CH2:2]3)([O-:15])=[O:14]. Procedure details: Spiro[benzo[b]furan-2(3H), 1'-cyclopropane]-3-one (7.0 g.) was added in small portions to fuming nitric acid (70 ml.) previously cooled to -50° C. to -60° C. After stirring for 20 minutes, the reaction mixture was poured into ice-water and the precipitated crystals were collected by filtration, washed with water and recrystallized from ethanol. By the above procedure there was obtained 5-nitrospiro[benzo[b]furan-2(3H),1'-cyclopropane]-3-one as colorless prisms, m.p. 107°-110° C. Yield 7.3 g. Thi...